This data is from the Open Reaction Database (ORD), a public repository of structured organic reaction records. The task is: describe an organic reaction: reactants, conditions, products, and yield Starting materials: O.[F-].C(CCC)[N+](CCCC)(CCCC)CCCC (tetrabutylammonium fluoride hydrate), [Si](C)(C)(C(C)(C)C)CC[C@@H](C(C#N)(C)C)O (5-tert-butyldimethylsilyl-2,2-dimethyl-3(S)hydroxy-pentane-nitrile), [Si](C)(C)(C(C)(C)C)CC[C@@H](C(C#N)(C)C)O (5-tert-Butyldimethylsilyl-2,2-dimethyl-3(S)hydroxy-pentane-nitrile). Reaction conditions: time 16 hour. The product is OCC[C@@H](C(C#N)(C)C)O (5-Hydroxy-2,2-dimethyl-3(S)-hydroxy-pentane-nitrile). As a reaction SMILES: [OH2:1].[F-].C([N+](CCCC)(CCCC)CCCC)CCC.[Si]([CH2:27][CH2:28][C@H:29]([OH:35])[C:30]([CH3:34])([CH3:33])[C:31]#[N:32])(C(C)(C)C)(C)C>>[OH:1][CH2:27][CH2:28][C@H:29]([OH:35])[C:30]([CH3:34])([CH3:33])[C:31]#[N:32] |f:0.1.2|. Procedure: 12.18 g (46.61 mmol) of tetrabutylammonium fluoride hydrate is added to a solution that consists of 3 g (11.65 mmol) of 5-tert-butyldimethylsilyl-2,2-dimethyl-3(S)hydroxy-pentane-nitrile of the title compound of Example 8b, dissolved in 40 ml of tetrahydrofaran, and it is stirred for 16 hours at room temperature. Then, it is evaporated to the dry state in a vacuum. The residue is purified by RP-18 chromatography (mobile solvent: acetonitrile/water gradient).